Dataset: the Open Reaction Database (ORD), a public repository of structured organic reaction records. Task: describe an organic reaction: reactants, conditions, products, and yield Starting materials: [H-].[Na+] (sodium hydride), CC1(OCCO1)C1(CC1)C=O (1-(2-Methyl-1,3-dioxolan-2-yl)cyclopropanecarbaldehyde), COC(CP(=O)(OC)OC)=O (dimethylphosphonoacetic acid methyl ester). Solvent: C1CCOC1 (THF), C1CCOC1 (THF). Run at temperature 0 celsius, time 2 hour. The product is COC(\C=C\C1(CC1)C1(OCCO1)C)=O ((E)-3-[1-(2-Methyl-1,3-dioxolan-2-yl)cyclopropyl]propenoic acid methyl ester). RXN SMILES: [H-].[Na+].[CH3:3][O:4][C:5](=[O:13])[CH2:6]P(OC)(OC)=O.[CH3:14][C:15]1([C:20]2([CH:23]=O)[CH2:22][CH2:21]2)[O:19][CH2:18][CH2:17][O:16]1>C1COCC1>[CH3:3][O:4][C:5](=[O:13])/[CH:6]=[CH:23]/[C:20]1([C:15]2([CH3:14])[O:16][CH2:17][CH2:18][O:19]2)[CH2:21][CH2:22]1 |f:0.1|. Procedure details: 3 g of sodium hydride suspension (60% in paraffin oil) is introduced into 750 ml of THF, cooled under nitrogen to 0° C., and 10.9 g of dimethylphosphonoacetic acid methyl ester is added. Then, 7.5 g of aldehyde 7 is added in drops to 15 ml of THF, and it is stirred at room temperature for 2 hours. It is now quenched carefully with sodium chloride solution, extracted with ethyl acetate, washed with sodium chloride solution, dried on sodium sulfate, and the solvent is removed. The residue is chrom... Reactants: CCO, O=[N+]([O-])c1cc(F)ccc1F, COC(=O)c1cc(C)sc1N. The product is COC(=O)c1cc(C)sc1Nc1ccc(F)cc1[N+](=O)[O-]. As a reaction SMILES: [CH3:23][CH2:24][OH:25].[F:12][c:13]1[c:14]([N+:20](=[O:21])[O-:22])[cH:15][c:16]([F:19])[cH:17][cH:18]1.[NH2:1][c:2]1[s:3][c:4]([CH3:11])[cH:5][c:6]1[C:7](=[O:8])[O:9][CH3:10]>>[NH:1]([c:2]1[s:3][c:4]([CH3:11])[cH:5][c:6]1[C:7](=[O:8])[O:9][CH3:10])[c:13]1[c:14]([N+:20](=[O:21])[O-:22])[cH:15][c:16]([F:19])[cH:17][cH:18]1.